This data is from the Open Reaction Database (ORD), a public repository of structured organic reaction records. The task is: describe an organic reaction: reactants, conditions, products, and yield The reactants are ClCC=1C(=NC(=CC1)C)SC(C)C (3-Chloromethyl-2-isopropylsulfanyl-6-methyl-pyridine), C(C)OC(CCC1=CC(=C(C=C1)O)Cl)=O (3-(3-chloro-4-hydroxy-phenyl)-propionic acid ethyl ester). The product is ClC=1C=C(C=CC1OCC=1C(=NC(=CC1)C)SC(C)C)CCC(=O)O (3-[3-chloro-4-(2-isopropylsulfanyl-6-methyl-pyridin-3-ylmethoxy)-phenyl]-propionic acid). Yield: 49.5%. As a reaction SMILES: Cl[CH2:2][C:3]1[C:4]([S:10][CH:11]([CH3:13])[CH3:12])=[N:5][C:6]([CH3:9])=[CH:7][CH:8]=1.C([O:16][C:17](=[O:28])[CH2:18][CH2:19][C:20]1[CH:25]=[CH:24][C:23]([OH:26])=[C:22]([Cl:27])[CH:21]=1)C>>[Cl:27][C:22]1[CH:21]=[C:20]([CH2:19][CH2:18][C:17]([OH:28])=[O:16])[CH:25]=[CH:24][C:23]=1[O:26][CH2:2][C:3]1[C:4]([S:10][CH:11]([CH3:13])[CH3:12])=[N:5][C:6]([CH3:9])=[CH:7][CH:8]=1. Reported procedure: 3-Chloromethyl-2-isopropylsulfanyl-6-methyl-pyridine (34 mg, 0.17 mmol) obtained in Step D of Preparation Example 9 and 3-(3-chloro-4-hydroxy-phenyl)-propionic acid ethyl ester (43 mg, 0.18 mmol) obtained in Step C of Preparation Example 42 were used to react sequentially in the same manner as in Steps A and B of Example 1 to obtain the title compound (32 mg, 58%). Reactants: CNC(=NS(=O)(=O)C(F)(F)F)SC, CCO, NCCSCc1ncccc1Cl. The product is CNC(=NS(=O)(=O)C(F)(F)F)NCCSCc1ncccc1Cl. Reaction SMILES: [CH3:13][NH:14][C:15]([S:16][CH3:17])=[N:18][S:19](=[O:20])(=[O:21])[C:22]([F:23])([F:24])[F:25].[CH3:26][CH2:27][OH:28].[Cl:1][c:2]1[c:3]([CH2:8][S:9][CH2:10][CH2:11][NH2:12])[n:4][cH:5][cH:6][cH:7]1>>[Cl:1][c:2]1[c:3]([CH2:8][S:9][CH2:10][CH2:11][NH:12][C:15]([NH:14][CH3:13])=[N:18][S:19](=[O:20])(=[O:21])[C:22]([F:23])([F:24])[F:25])[n:4][cH:5][cH:6][cH:7]1. Starting materials: C[O-].[Na+] (sodium methanolate), C(O)(O)=O.NNC(=N)N (aminoguanidine bicarbonate), FC(C=1C=C(C(=O)OC)C=CC1)(F)F (methyl 3-(trifluoromethyl)benzoate). Solvent: CO (methanol), CO (methanol). Conditions: temperature 0 celsius. Yields the product FC(C=1C=C(C=CC1)C=1NC(=NN1)N)(F)F (5-(3-(trifluoromethyl)phenyl)-4H-1,2,4-triazol-3-amine). Isolated yield 13.4%. Reaction SMILES: C[O-].[Na+].C(=O)(O)O.[NH2:8][NH:9][C:10]([NH2:12])=[NH:11].[F:13][C:14]([F:26])([F:25])[C:15]1[CH:16]=[C:17]([CH:22]=[CH:23][CH:24]=1)[C:18](OC)=O>CO>[F:13][C:14]([F:25])([F:26])[C:15]1[CH:16]=[C:17]([C:18]2[NH:11][C:10]([NH2:12])=[N:9][N:8]=2)[CH:22]=[CH:23][CH:24]=1 |f:0.1,2.3|. Reported procedure: To a solution of sodium methanolate (1.05 g, 19.44 mmol, 4.00 equiv) in methanol (40 mL) at 0° C. was added aminoguanidine bicarbonate (2.66 g, 19.54 mmol, 4.00 equiv) in several batches. To this was added dropwise a solution of methyl 3-(trifluoromethyl)benzoate (1 g, 4.90 mmol, 1.00 equiv) in methanol (10 mL) with stirring at 0° C. The resulting solution was then stirred overnight at 75° C. in an oil bath. The reaction was then quenched with 10 mL of water/ice, the solution adjusted to pH 3-4 ... Starting materials: ClC(Cl)Cl, Cn1cc(S(C)=O)c(=O)c2ccc(Cl)cc21, O=C(OO)c1cccc(Cl)c1. The product is Cn1cc(S(C)(=O)=O)c(=O)c2ccc(Cl)cc21. As a reaction SMILES: [CH:28]([Cl:29])([Cl:30])[Cl:31].[Cl:12][c:13]1[cH:14][cH:15][c:16]2[c:17](=[O:27])[c:18]([S:24](=[O:25])[CH3:26])[cH:19][n:20]([CH3:23])[c:21]2[cH:22]1.[OH:1][O:2][C:3]([c:4]1[cH:5][c:6]([Cl:7])[cH:8][cH:9][cH:10]1)=[O:11]>>[O:1]=[S:24]([c:18]1[c:17](=[O:27])[c:16]2[cH:15][cH:14][c:13]([Cl:12])[cH:22][c:21]2[n:20]([CH3:23])[cH:19]1)(=[O:25])[CH3:26]. Reactants: O=[O+][O-] (ozone), O=[O+][O-] (ozone), C(C=CC)C1C(C2=CC(=CC=C2C1)C)=O ((RS)-2-(2-buten-1-yl)-6-methyl-1-indanone). Solvent: ClCCl (dichloromethane), CO (methanol). Run at time 80 minute. Yields the product O=CCC1C(C2=CC(=CC=C2C1)C)=O ((RS)-2-(2-oxoethyl)-6-methyl-1-indanone). Yield: 82.0%. RXN SMILES: [O:1]=[O+][O-].[CH2:4]([CH:8]1[CH2:16][C:15]2[C:10](=[CH:11][C:12]([CH3:17])=[CH:13][CH:14]=2)[C:9]1=[O:18])[CH:5]=CC>ClCCl.CO>[O:1]=[CH:5][CH2:4][CH:8]1[CH2:16][C:15]2[C:10](=[CH:11][C:12]([CH3:17])=[CH:13][CH:14]=2)[C:9]1=[O:18]. Procedure details: An ozone stream (3 g ozone/hour) was conducted for 80 minutes while stirring through a solution, cooled to -70°, of 16.3 g of (RS)-2-(2-buten-1-yl)-6-methyl-1-indanone in 300 ml of anhydrous dichloromethane and 60 ml of anhydrous methanol. Subsequently, the mixture was flushed with oxygen for 5 minutes and with argon for 10 minutes. After the addition of 8.95 ml of dimethyl sulfide, the mixture was stirred at room temperature for 15 hours. The reaction mixture was evaporated in a vacuum, the res... Starting materials: CN(C)C(=O)C(Cc1ccccc1)NC(=O)OC(C)(C)C, ClCCl, O=C(O)C(F)(F)F. Yields the product CN(C)C(=O)C(N)Cc1ccccc1. RXN SMILES: [C:1]([O:2][C:3](=[O:4])[NH:7][CH:8]([CH2:9][c:10]1[cH:11][cH:12][cH:13][cH:14][cH:15]1)[C:16]([N:17]([CH3:18])[CH3:19])=[O:20])([CH3:5])([CH3:6])[CH3:21].[CH2:29]([Cl:30])[Cl:31].[OH:22][C:23]([C:24]([F:25])([F:26])[F:27])=[O:28]>>[NH2:7][CH:8]([CH2:9][c:10]1[cH:11][cH:12][cH:13][cH:14][cH:15]1)[C:16]([N:17]([CH3:18])[CH3:19])=[O:20]. Reactants: [OH-].[K+] (potassium hydroxide), C[SH-]C(C)=NO (S-methyl-N-hydroxythioacetimidate), CN(C(=O)F)SN(C)C (N-methyl-N-(dimethylaminosulfenyl)carbamoyl fluoride). Reagents/catalysts: C1CCC2C(C1)OCCOCCOC3CCCCC3OCCOCCO2 (dicyclohexyl-18-crown-6). Run in C1=CC=CC=C1 (benzene). Conditions: time 1 hour. The product is CN(C(=O)ON=C(C)SC)SN(C)C (S-methyl N-[N'-methyl-N'-(dimethylaminosulfenyl)carbamoyloxy]Thioacetimidate). Isolated yield 77.4%. Reaction SMILES: [OH-].[K+].[CH3:3][SH-:4][C:5](=[N:7][OH:8])[CH3:6].[CH3:9][N:10]([S:14][N:15]([CH3:17])[CH3:16])[C:11](F)=[O:12]>C1CC2OCCOCCOC3C(OCCOCCOC2CC1)CCCC3.C1C=CC=CC=1>[CH3:9][N:10]([S:14][N:15]([CH3:17])[CH3:16])[C:11]([O:8][N:7]=[C:5]([S:4][CH3:3])[CH3:6])=[O:12] |f:0.1|. Procedure: Powdered potassium hydroxide (3.3 g), 5.2 g of S-methyl-N-hydroxythioacetimidate, 0.1 g dicyclohexyl-18-crown-6, and 200 ml of benzene were stirred at room temperature for 0.5 hr. Then 8.0 g of N-methyl-N-(dimethylaminosulfenyl)carbamoyl fluoride was added slowly at 28° C. The reaction temperature was held at 28°-32° C. with external cooling. The mixture was stirred for 1 hr., and then was washed with water until neutral. After drying (MgSO4), the solution was concentrated in vacuo, and the resi...